Dataset: the Open Reaction Database (ORD), a public repository of structured organic reaction records. Task: describe an organic reaction: reactants, conditions, products, and yield The reactants are CCOC(=O)C1=C(CSCC(OCC)OCC)NC(C)=C(C(=O)OC)C1c1cccc([N+](=O)[O-])c1, C1CCOC1, Oc1ccc(O)cc1, O=C(O)C(=O)O. The product is CCOC(=O)C1=C(CSCC=O)NC(C)=C(C(=O)OC)C1c1cccc([N+](=O)[O-])c1. Reaction SMILES: [CH2:1]([O:3][CH:4]([O:2][CH2:33][CH3:34])[CH2:5][S:6][CH2:7][C:8]1=[C:13]([C:14](=[O:15])[O:16][CH2:17][CH3:18])[CH:12]([c:19]2[cH:20][c:21]([N+:25](=[O:26])[O-:27])[cH:22][cH:23][cH:24]2)[C:11]([C:28](=[O:29])[O:30][CH3:31])=[C:10]([CH3:32])[NH:9]1)[CH3:35].[CH2:50]1[O:51][CH2:52][CH2:53][CH2:54]1.[OH:36][c:37]1[cH:38][cH:39][c:40]([OH:41])[cH:42][cH:43]1.[OH:44][C:45]([C:46](=[O:47])[OH:48])=[O:49]>>[O:3]=[CH:4][CH2:5][S:6][CH2:7][C:8]1=[C:13]([C:14](=[O:15])[O:16][CH2:17][CH3:18])[CH:12]([c:19]2[cH:20][c:21]([N+:25](=[O:26])[O-:27])[cH:22][cH:23][cH:24]2)[C:11]([C:28](=[O:29])[O:30][CH3:31])=[C:10]([CH3:32])[NH:9]1. The reactants are CO, COC(=O)C=Cc1cn(Cc2ccc(C(=O)OC(C)(C)C)cc2OC)c2cc(CC(=O)NCC3CCCC3)ccc12, [H][H]. Yields the product COC(=O)CCc1cn(Cc2ccc(C(=O)OC(C)(C)C)cc2OC)c2cc(CC(=O)NCC3CCCC3)ccc12. Reaction SMILES: [CH3:44][OH:45].[CH:1]1([CH2:6][NH:7][C:8](=[O:9])[CH2:10][c:11]2[cH:12][cH:13][c:14]3[c:15]([CH:36]=[CH:37][C:38](=[O:39])[O:40][CH3:41])[cH:16][n:17]([CH2:20][c:21]4[c:22]([O:34][CH3:35])[cH:23][c:24]([C:25](=[O:26])[O:27][C:28]([CH3:29])([CH3:30])[CH3:31])[cH:32][cH:33]4)[c:18]3[cH:19]2)[CH2:2][CH2:3][CH2:4][CH2:5]1.[H:42][H:43]>>[CH:1]1([CH2:6][NH:7][C:8](=[O:9])[CH2:10][c:11]2[cH:12][cH:13][c:14]3[c:15]([CH2:36][CH2:37][C:38](=[O:39])[O:40][CH3:41])[cH:16][n:17]([CH2:20][c:21]4[c:22]([O:34][CH3:35])[cH:23][c:24]([C:25](=[O:26])[O:27][C:28]([CH3:29])([CH3:30])[CH3:31])[cH:32][cH:33]4)[c:18]3[cH:19]2)[CH2:2][CH2:3][CH2:4][CH2:5]1.